Dataset: the Open Reaction Database (ORD), a public repository of structured organic reaction records. Task: describe an organic reaction: reactants, conditions, products, and yield Reactants: COC=1C=C(C=C2C(NC(N2)=O)=O)C=CC1OC (5-(3,4-dimethoxybenzylidene)-hydantoin), C(C=C)(=O)OCC(CCCC)CC (2-ethylhexyl acrylate), [OH-].[K+] (potassium hydroxide), CN(C=O)C (dimethylformamide). Solvent: O (water). Run at temperature 110 celsius, time 2 hour. Product: COC=1C=C(C=CC1OC)C=C1NC(N(C1=O)CCC(=O)OCC(CCCC)CC)=O (2-ethylhexyl 4-(3,4-dimethoxyphenylmethylene)-2,5-dioxo-1-imidazolidinepropionate). Yield: 77.7%. RXN SMILES: [CH3:1][O:2][C:3]1[CH:4]=[C:5]([CH:14]=[CH:15][C:16]=1[O:17][CH3:18])[CH:6]=[C:7]1[NH:11][C:10](=[O:12])[NH:9][C:8]1=[O:13].[C:19]([O:23][CH2:24][CH:25]([CH2:30][CH3:31])[CH2:26][CH2:27][CH2:28][CH3:29])(=[O:22])[CH:20]=[CH2:21].[OH-].[K+].CN(C)C=O>O>[CH3:1][O:2][C:3]1[CH:4]=[C:5]([CH:6]=[C:7]2[C:8](=[O:13])[N:9]([CH2:21][CH2:20][C:19]([O:23][CH2:24][CH:25]([CH2:30][CH3:31])[CH2:26][CH2:27][CH2:28][CH3:29])=[O:22])[C:10](=[O:12])[NH:11]2)[CH:14]=[CH:15][C:16]=1[O:17][CH3:18] |f:2.3|. Reported procedure: 20 g (80.6 mmol) of 5-(3,4-dimethoxybenzylidene)-hydantoin, 17.8 g (96 mmol) of 2-ethylhexyl acrylate and 0.90 g (1.6 mmol) of potassium hydroxide were added to 150 ml of dimethylformamide, and the mixture was stirred at 110° C. for 2 hours. After cooling, the reaction solution was added with 200 ml of water and extracted with 500 ml of ethyl acetate. The extract was dried with sodium sulfate and then the solvent was distilled off under reduced pressure. The residue was recrystallized with tolue... Reactants: [BH4-].[Na+] (sodium borohydride), [OH-].[NH4+] (ammonium hydroxide), CN1CCN(CC1)C1=NC=2C(NC3=C1C=CC=C3)=CSC2 (9-(4-methyl-1-piperazinyl)-4H-thieno[3,4-b][1,4]benzodiazepine), C(=O)O (formic acid), O (water). Run at time 2 hour. The product is C(\C=C\C(=O)O)(=O)O.CN1C=2C(N=C(C3=C1C=CC=C3)N3CCN(CC3)C)=CSC2 (4-Methyl-9-(4-methyl-1-piperazinyl)-4H-thieno[3,4-b][1,4]benzodiazepine fumarate), fumarate salt. As a reaction SMILES: [CH3:1][N:2]1[CH2:7][CH2:6][N:5]([C:8]2[C:14]3[CH:15]=[CH:16][CH:17]=[CH:18][C:13]=3[NH:12][C:11]3=[CH:19][S:20][CH:21]=[C:10]3[N:9]=2)[CH2:4][CH2:3]1.[CH:22]([OH:24])=[O:23].[BH4-].[Na+].[OH-:27].[NH4+].[OH2:29]>>[C:11]([OH:29])(=[O:27])/[CH:10]=[CH:21]/[C:22]([OH:24])=[O:23].[CH3:22][N:12]1[C:13]2[CH:18]=[CH:17][CH:16]=[CH:15][C:14]=2[C:8]([N:5]2[CH2:6][CH2:7][N:2]([CH3:1])[CH2:3][CH2:4]2)=[N:9][C:10]2=[CH:21][S:20][CH:19]=[C:11]12 |f:2.3,4.5,7.8|. Procedure details: A solution of 1.8 g. portion of 9-(4-methyl-1-piperazinyl)-4H-thieno[3,4-b][1,4]benzodiazepine in 21 ml. of 97% formic acid is cooled in an ice bath and 2.1 g. of sodium borohydride pellets are added portionwise over a 30 minute period. The mixture is stirred for 2 hours, cooled, water is added, the mixture is made alkaline with ammonium hydroxide and extracted with chloroform. The extract is dried over magnesium sulfate, filtered and evaporated. The residue is dissolved in 15 ml. of warm ethano...